From a dataset of the Open Reaction Database (ORD), a public repository of structured organic reaction records. describe an organic reaction: reactants, conditions, products, and yield The reactants are C(C)OC(CCC1=C(C=CC=C1)SC=1SCCN1)=O (2-(2-thiazolinylthio)hydrocinnamic acid ethyl ester), O.[OH-].[Li+] (lithium hydroxide monohydrate). Solvent: C1CCOC1.O (THF water). Run at time 5 day. Yields the product S1C(=NCC1)SC1=C(CCC(=O)O)C=CC=C1 (2-(2-thiazolinylthio)-hydrocinnamic acid). Reaction SMILES: C([O:3][C:4](=[O:19])[CH2:5][CH2:6][C:7]1[CH:12]=[CH:11][CH:10]=[CH:9][C:8]=1[S:13][C:14]1[S:15][CH2:16][CH2:17][N:18]=1)C.O.[OH-].[Li+]>C1COCC1.O>[S:15]1[CH2:16][CH2:17][N:18]=[C:14]1[S:13][C:8]1[CH:9]=[CH:10][CH:11]=[CH:12][C:7]=1[CH2:6][CH2:5][C:4]([OH:19])=[O:3] |f:1.2.3,4.5|. Procedure: A mixture of 250 mg of 2-(2-thiazolinylthio)hydrocinnamic acid ethyl ester, 36 mg of lithium hydroxide monohydrate and 5 ml of THF/water 9:1 is stirred at room temperature for 5 days and then concentrated to dryness by evaporation. The residue is taken up in water, washed with ethyl acetate, adjusted to pH 5 with 0.5N HCl and extracted with ethyl acetate. The extracts are washed with water, dried with sodium sulphate, concentrated by evaporation and chromatographed on silica gel with eluant R. R... The reactants are BrC=1C=CC(=NC1)CS(=O)(=O)C (5-bromo-2-methanesulfonylmethyl-pyridine), BrCCBr (1,2-dibromoethane), Intermediate 4. The product is BrC=1C=CC(=NC1)C1(CC1)S(=O)(=O)C (5-bromo-2-(1-methanesulfonyl-cyclopropyl)-pyridine). The yield is 19.0%. Reaction SMILES: [Br:1][C:2]1[CH:3]=[CH:4][C:5]([CH2:8][S:9]([CH3:12])(=[O:11])=[O:10])=[N:6][CH:7]=1.Br[CH2:14][CH2:15]Br>>[Br:1][C:2]1[CH:3]=[CH:4][C:5]([C:8]2([S:9]([CH3:12])(=[O:11])=[O:10])[CH2:15][CH2:14]2)=[N:6][CH:7]=1. Procedure details: The title compound was prepared from 5-bromo-2-methanesulfonylmethyl-pyridine and 1,2-dibromoethane following a procedure analogous to that described in Step 3 for Intermediate 4. Yield: 19% of theory; LC (method 3): tR=2.52 min; Mass spectrum (ESI+): m/z=276/278 (Br) [M+H]+. Reactants: ClCCN(C(=O)C1=C(C=2C(N(C=3C=CC=CC3C2S1)CC(C1=CC=CC=C1)=O)=O)OC)C (N-(2-chloroethyl)-3-methoxy-N-methyl-4-oxo-5-(2-oxo-2-phenylethyl)-4,5-dihydrothieno[3,2-c]quinoline-2-carboxamide), C(C)NC(C)O (N-ethylaminoethanol), C(C)(C)N(CC)C(C)C (diisopropylethylamine), [I-].[Na+] (sodium iodide). The solvent is C(CCC)O (1-butanol), C(O)([O-])=O.[Na+] (sodium hydrogen carbonate). Product: C(C)N(CCN(C(=O)C1=C(C=2C(N(C=3C=CC=CC3C2S1)CC(C1=CC=CC=C1)=O)=O)OC)C)CCO (N-{2-[ethyl(2-hydroxyethyl)amino]ethyl}-3-methoxy-N-methyl-4-oxo-5-(2-oxo-2-phenylethyl)-4,5-dihydrothieno[3,2-c]quinoline-2-carboxamide). Isolated yield 35.7%. As a reaction SMILES: Cl[CH2:2][CH2:3][N:4]([CH3:32])[C:5]([C:7]1[S:19][C:18]2[C:17]3[CH:16]=[CH:15][CH:14]=[CH:13][C:12]=3[N:11]([CH2:20][C:21](=[O:28])[C:22]3[CH:27]=[CH:26][CH:25]=[CH:24][CH:23]=3)[C:10](=[O:29])[C:9]=2[C:8]=1[O:30][CH3:31])=[O:6].C(NC([OH:38])C)C.[CH:39]([N:42](C(C)C)[CH2:43][CH3:44])(C)[CH3:40].[I-].[Na+]>C(O)CCC.C(=O)([O-])O.[Na+]>[CH2:39]([N:42]([CH2:43][CH2:44][OH:38])[CH2:2][CH2:3][N:4]([CH3:32])[C:5]([C:7]1[S:19][C:18]2[C:17]3[CH:16]=[CH:15][CH:14]=[CH:13][C:12]=3[N:11]([CH2:20][C:21](=[O:28])[C:22]3[CH:27]=[CH:26][CH:25]=[CH:24][CH:23]=3)[C:10](=[O:29])[C:9]=2[C:8]=1[O:30][CH3:31])=[O:6])[CH3:40] |f:3.4,6.7|. Procedure details: A solution of the obtained N-(2-chloroethyl)-3-methoxy-N-methyl-4-oxo-5-(2-oxo-2-phenylethyl)-4,5-dihydrothieno[3,2-c]quinoline-2-carboxamide (200 mg, 0.43 mmol), N-ethylaminoethanol (228 mg, 2.55 mmol), diisopropylethylamine (330 mg, 2.55 mmol) and sodium iodide (64 mg, 0.43 mmol) in 1-butanol (5 mL) was stirred at 110° C. for 18 hr. The reaction mixture was diluted with saturated sodium hydrogen carbonate solution, and extracted twice with ethyl acetate. The extract was combined, washed with b... Reactants: CC#N, CC(C)(C)OC(=O)N1CCN(c2cnc3ccc(-c4cncc(S(N)(=O)=O)c4)cc3n2)CC1, O=C(O)C(F)(F)F. Yields the product NS(=O)(=O)c1cncc(-c2ccc3ncc(N4CCNCC4)nc3c2)c1. As a reaction SMILES: [CH3:41][C:42]#[N:43].[NH2:1][S:2](=[O:3])(=[O:4])[c:5]1[cH:6][c:7](-[c:11]2[cH:12][cH:13][c:14]3[n:15][cH:16][c:17]([N:21]4[CH2:22][CH2:23][N:24]([C:27]([O:28][C:29]([CH3:30])([CH3:31])[CH3:32])=[O:33])[CH2:25][CH2:26]4)[n:18][c:19]3[cH:20]2)[cH:8][n:9][cH:10]1.[OH:34][C:35]([C:36]([F:37])([F:38])[F:39])=[O:40]>>[NH2:1][S:2](=[O:3])(=[O:4])[c:5]1[cH:6][c:7](-[c:11]2[cH:12][cH:13][c:14]3[n:15][cH:16][c:17]([N:21]4[CH2:22][CH2:23][NH:24][CH2:25][CH2:26]4)[n:18][c:19]3[cH:20]2)[cH:8][n:9][cH:10]1. Reaction SMILES: [N+](C1C=CC(O[C:11](=[O:30])/[CH:12]=[CH:13]/[CH:14]=[C:15]([C:23]2[CH:28]=[CH:27][C:26]([F:29])=[CH:25][CH:24]=2)[C:16]2[CH:21]=[CH:20][C:19]([F:22])=[CH:18][CH:17]=2)=CC=1)([O-])=O.[CH3:31][C:32]([CH3:43])([NH2:42])[CH2:33][CH2:34][CH2:35][C:36]1[CH:37]=[N:38][CH:39]=[CH:40][CH:41]=1>O1CCCC1>[F:29][C:26]1[CH:25]=[CH:24][C:23]([C:15]([C:16]2[CH:21]=[CH:20][C:19]([F:22])=[CH:18][CH:17]=2)=[CH:14]/[CH:13]=[CH:12]/[C:11]([NH:42][C:32]([CH3:43])([CH3:31])[CH2:33][CH2:34][CH2:35][C:36]2[CH:37]=[N:38][CH:39]=[CH:40][CH:41]=2)=[O:30])=[CH:28][CH:27]=1. The product is FC1=CC=C(C=C1)C(=C/C=C/C(=O)NC(CCCC=1C=NC=CC1)(C)C)C1=CC=C(C=C1)F ((E)-5,5-bis(4-fluorophenyl)-N-[1,1-dimethyl-4-(3-pyridinyl)butyl]-2,4-pentadienamide). The reactants are [N+](=O)([O-])C1=CC=C(C=C1)OC(\C=C\C=C(C1=CC=C(C=C1)F)C1=CC=C(C=C1)F)=O ((E)-5,5-bis(4-fluorophenyl)-2,4-pentadienoic acid 4-nitrophenyl ester), CC(CCCC=1C=NC=CC1)(N)C (alpha,alpha-dimethyl-3-pyridinebutanamine). Reported procedure: As in Example 134, a solution of (E)-5,5-bis(4-fluorophenyl)-2,4-pentadienoic acid 4-nitrophenyl ester (1.63 g) and alpha,alpha-dimethyl-3-pyridinebutanamine (0.9 mL) in tetrahydrofuran (20 mL) was stirred at reflux for 24 hours. The crude product, isolated in the usual manner, was crystallized from ethyl acetate to yield 1.6 g of (E)-5,5-bis(4-fluorophenyl)-N-[1,1-dimethyl-4-(3-pyridinyl)butyl]-2,4-pentadienamide, mp 163.5°-164.5° C. Anal. Calculated for C28H28F2N2O: C, 75.32; H, 6.32; F, 8.51;... Run in O1CCCC1 (tetrahydrofuran). The reactants are C=CCN(CC=C)Cc1ccc(S(=O)(=O)N2CCC(C(=O)N(C)OC)CC2)s1, [Li]CCCCCC, C1CCOC1, CCO, Cl. The product is C=CCN(CC=C)Cc1ccc(S(=O)(=O)N2CCC(C(=O)CCCCCC)CC2)s1. As a reaction SMILES: [CH2:1]([CH:2]=[CH2:3])[N:4]([CH2:5][CH:6]=[CH2:7])[CH2:8][c:9]1[cH:10][cH:11][c:12]([S:14](=[O:15])(=[O:16])[N:17]2[CH2:18][CH2:19][CH:20]([C:23](=[O:24])[N:25]([O:26][CH3:27])[CH3:28])[CH2:21][CH2:22]2)[s:13]1.[CH2:29]([CH2:30][CH2:31][CH2:32][CH2:33][CH3:34])[Li:35].[CH2:40]1[O:41][CH2:42][CH2:43][CH2:44]1.[CH3:37][CH2:38][OH:39].[ClH:36]>>[CH2:1]([CH:2]=[CH2:3])[N:4]([CH2:5][CH:6]=[CH2:7])[CH2:8][c:9]1[cH:10][cH:11][c:12]([S:14](=[O:15])(=[O:16])[N:17]2[CH2:18][CH2:19][CH:20]([C:23](=[O:24])[CH2:29][CH2:30][CH2:31][CH2:32][CH2:33][CH3:34])[CH2:21][CH2:22]2)[s:13]1. Starting materials: C(C)(C)(C)OC(N(C=1C=NC=CC1I)CCF)=O ((2-fluoro-ethyl)-(4-iodo-pyridin-3-yl)-carbamic acid tert-butyl ester), ClC1=C(C=CC=C1)B(O)O (2-chlorophenylboronic acid), oil. Product: C(C)(C)(C)OC(N(CCF)C=1C=NC=CC1C1=C(C=CC=C1)Cl)=O ([4-(2-Chloro-phenyl)-pyridin-3-yl]-(2-fluoro-ethyl)-carbamic acid tert-butyl ester). Reaction SMILES: [C:1]([O:5][C:6](=[O:18])[N:7]([CH2:15][CH2:16][F:17])[C:8]1[CH:9]=[N:10][CH:11]=[CH:12][C:13]=1I)([CH3:4])([CH3:3])[CH3:2].[Cl:19][C:20]1[CH:25]=[CH:24][CH:23]=[CH:22][C:21]=1B(O)O>>[C:1]([O:5][C:6](=[O:18])[N:7]([C:8]1[CH:9]=[N:10][CH:11]=[CH:12][C:13]=1[C:21]1[CH:22]=[CH:23][CH:24]=[CH:25][C:20]=1[Cl:19])[CH2:15][CH2:16][F:17])([CH3:4])([CH3:3])[CH3:2]. Procedure details: The title compound was prepared in analogy to example 72, from (2-fluoro-ethyl)-(4-iodo-pyridin-3-yl)-carbamic acid tert-butyl ester and 2-chlorophenylboronic acid (CAS RN 1679-18-1). Yellow oil (86%). MS (ESI): m/z=351.13 [M+H]+. Starting materials: COC(=O)c1ccc(C(C)NC(=O)c2cc(Cl)cnc2Cl)cc1, Oc1ccc(Cl)c(Cl)c1. The product is COC(=O)c1ccc(C(C)NC(=O)c2cc(Cl)cnc2Oc2ccc(Cl)c(Cl)c2)cc1. Reaction SMILES: [Cl:1][c:2]1[n:3][cH:4][c:5]([Cl:23])[cH:6][c:7]1[C:8](=[O:9])[NH:10][CH:11]([CH3:12])[c:13]1[cH:14][cH:15][c:16]([C:17](=[O:18])[O:19][CH3:20])[cH:21][cH:22]1.[Cl:24][c:25]1[cH:26][c:27]([OH:32])[cH:28][cH:29][c:30]1[Cl:31]>>[c:2]1([O:32][c:27]2[cH:26][c:25]([Cl:24])[c:30]([Cl:31])[cH:29][cH:28]2)[n:3][cH:4][c:5]([Cl:23])[cH:6][c:7]1[C:8](=[O:9])[NH:10][CH:11]([CH3:12])[c:13]1[cH:14][cH:15][c:16]([C:17](=[O:18])[O:19][CH3:20])[cH:21][cH:22]1.